This data is from the Open Reaction Database (ORD), a public repository of structured organic reaction records. The task is: describe an organic reaction: reactants, conditions, products, and yield The reactants are COC(C(=C)C1=C(C=C(C=C1)Cl)Cl)=O (2-(2,4-dichlorophenyl)acrylic acid methyl ester), N1CCCC1 (pyrrolidine). Run in C(Cl)Cl (DCM), C1CCOC1 (THF). Conditions: temperature 0 celsius, time 50 minute. Yields the product COC(C(CN1CCCC1)C1=C(C=C(C=C1)Cl)Cl)=O (2-(2,4-dichlorophenyl)-3-(pyrrolidin-1-yl)propanoic acid methyl ester). RXN SMILES: [CH3:1][O:2][C:3](=[O:14])[C:4]([C:6]1[CH:11]=[CH:10][C:9]([Cl:12])=[CH:8][C:7]=1[Cl:13])=[CH2:5].[NH:15]1[CH2:19][CH2:18][CH2:17][CH2:16]1>C1COCC1.C(Cl)Cl>[CH3:1][O:2][C:3](=[O:14])[CH:4]([C:6]1[CH:11]=[CH:10][C:9]([Cl:12])=[CH:8][C:7]=1[Cl:13])[CH2:5][N:15]1[CH2:19][CH2:18][CH2:17][CH2:16]1. Procedure details: To a solution of 2-(2,4-dichlorophenyl)acrylic acid methyl ester (0.70 mmol) in 2 mL THF was added pyrrolidine (0.77 mmol) at 0° C. The reaction mixture was stirred at 0° C. for 50 min, diluted with DCM and washed with water. The organic layer was dried over MgSO4 and concentrated in vacuo to give the desired compound as pinkish oil; The reactants are O=C([O-])[O-], C1CCOC1, CC(C#N)c1cccc(I)c1, [Na+], [Na+], OB(O)c1ncco1. Product: CC(C#N)c1cccc(-c2ncco2)c1. Reaction SMILES: [C:12](=[O:13])([O-:14])[O-:15].[CH2:26]1[O:27][CH2:28][CH2:29][CH2:30]1.[I:1][c:2]1[cH:3][c:4]([CH:8]([C:9]#[N:10])[CH3:11])[cH:5][cH:6][cH:7]1.[Na+:16].[Na+:17].[o:18]1[c:19]([B:23]([OH:24])[OH:25])[n:20][cH:21][cH:22]1>>[c:2]1(-[c:19]2[o:18][cH:22][cH:21][n:20]2)[cH:3][c:4]([CH:8]([C:9]#[N:10])[CH3:11])[cH:5][cH:6][cH:7]1.